Dataset: the Open Reaction Database (ORD), a public repository of structured organic reaction records. Task: describe an organic reaction: reactants, conditions, products, and yield Starting materials: C(#N)C1=C(OC2=CC=C(C=C2)NCC=2C=NC=CC2)C=CC=C1 (N-(4-(2-cyanophenoxy)phenyl)pyridin-3-ylmethylamine), C(C)S(=O)(=O)Cl (ethanesulfonyl chloride). Product: C(#N)C1=C(OC2=CC=C(C=C2)N(S(=O)(=O)CC)CC=2C=NC=CC2)C=CC=C1 (N-(4-(2-Cyanophenoxy)phenyl)-N-(ethanesulfonyl)pyrid-3-ylmethylamine). Reaction SMILES: [C:1]([C:3]1[CH:23]=[CH:22][CH:21]=[CH:20][C:4]=1[O:5][C:6]1[CH:11]=[CH:10][C:9]([NH:12][CH2:13][C:14]2[CH:15]=[N:16][CH:17]=[CH:18][CH:19]=2)=[CH:8][CH:7]=1)#[N:2].[CH2:24]([S:26](Cl)(=[O:28])=[O:27])[CH3:25]>>[C:1]([C:3]1[CH:23]=[CH:22][CH:21]=[CH:20][C:4]=1[O:5][C:6]1[CH:7]=[CH:8][C:9]([N:12]([CH2:13][C:14]2[CH:15]=[N:16][CH:17]=[CH:18][CH:19]=2)[S:26]([CH2:24][CH3:25])(=[O:28])=[O:27])=[CH:10][CH:11]=1)#[N:2]. Reported procedure: Using the method of Example 342 using N-(4-(2-cyanophenoxy)phenyl)pyridin-3-ylmethylamine and ethanesulfonyl chloride (Aldrich) and purifying via preparative HPLC eluting with 98:2 to 96:4 DCM/MeOH. Anal Calcd for C21H19N3O3S.0.2H2O: C, 63.52; H, 4.92; N, 10.58. Found: C, 63.51; H, 4.79; N, 10.55. MS found 394.0 [M+H]+ Product: CC(=O)c1cc(Cl)cc(Br)c1OCCBr. Reactants: BrCCBr, CC(=O)c1cc(Cl)cc(Br)c1O, O=C([O-])[O-], CN(C)C=O, [K+], [K+], O. As a reaction SMILES: [Br:19][CH2:20][CH2:21][Br:22].[Br:1][c:2]1[c:3]([OH:12])[c:4]([C:9]([CH3:10])=[O:11])[cH:5][c:6]([Cl:8])[cH:7]1.[C:13](=[O:14])([O-:15])[O-:16].[CH3:23][N:24]([CH3:25])[CH:26]=[O:27].[K+:17].[K+:18].[OH2:28]>>[Br:1][c:2]1[c:3]([O:12][CH2:21][CH2:20][Br:19])[c:4]([C:9]([CH3:10])=[O:11])[cH:5][c:6]([Cl:8])[cH:7]1. The reactants are CCN(CC)C1=CC2=C(C=C1)C(=CC(=O)O2)C (Coumarin 1), N1=CC=CC=C1 (pyridine), S(=O)(=O)(C(F)(F)F)OS(=O)(=O)C(F)(F)F (triflic anhydride), C(Cl)Cl (CH2Cl2), [NH4+].[Cl-] (NH4Cl). Reaction conditions: temperature 0 celsius, time 2.5 hour. Product: C(#N)C=1C=C(C2=CC=C(C=C2C1)OS(=O)(=O)C(F)(F)F)C1=COC=C1 (3-Cyano-1-(furan-3-yl)-6-(trifluoromethanesulfonyloxy)naphthalene). RXN SMILES: CCN([C:6]1[CH:11]=[CH:10][C:9]2[C:12]([CH3:17])=[CH:13][C:14]([O:16][C:8]=2[CH:7]=1)=O)CC.N1C=[CH:22][CH:21]=[CH:20][CH:19]=1.[S:24]([O:31]S(C(F)(F)F)(=O)=O)([C:27]([F:30])([F:29])[F:28])(=[O:26])=[O:25].[NH4+:39].[Cl-].[CH2:41](Cl)Cl>>[C:41]([C:11]1[CH:10]=[C:9]([C:12]2[CH:13]=[CH:14][O:16][CH:17]=2)[C:8]2[C:7]([CH:6]=1)=[CH:22][C:21]([O:31][S:24]([C:27]([F:30])([F:29])[F:28])(=[O:26])=[O:25])=[CH:20][CH:19]=2)#[N:39] |f:3.4|. Procedure details: To a solution of the Naphthalene 1 (565 mg, 2.40 mmol) in CH2Cl2 (16 mL) at 0° C. was added pyridine (380 mg, 4.80 mmol, 389 μL) and triflic anhydride (813 mg, 2.88 mmol, 485 μL). The solution was stirred at 0° C. for 2.5 h and then poured into sat. aq. NH4Cl. The layers were separated and the aq. phase extracted with EtOAc (3×30 mL). The combined organic layers were washed with 5% aq. HCl, 5% aq. NaHCO3, brine, and dried over anhydrous MgSO4. Evaporation of the solvent gave a solid (810 mg) whi... The reagents and catalysts are [Pd] (Pd). The reactants are C(C)(=O)O[C@@H]1[C@@](OCC2=CC=CC=C2)(O[C@@H]([C@H](C1)OC(C)=O)C)NC(CP(=O)(OCC)OCC)=O (benzyl 2,4-di-O-acetyl-3,6-dideoxydiethylphosphonoacetamido-alpha-D-mannopyranoside), C(C)O (ethanol), 2. Procedure: Crude benzyl 2,4-di-O-acetyl-3,6-dideoxydiethylphosphonoacetamido-alpha-D-mannopyranoside, 21, ethanol (10 mL), 2 88% formic acid and 0.1 g Pd black were heated at reflux overnight under argon with stirring. The reaction mixture was filtered and evaporated to dryness, and the residue was chromatographed on SiO2 (40 g; dichloromethane-methanol 95:5) to afford 0.57 g 2,4-di-O-acetyl-3,6-dideoxydiethylphosphonoacetamido-D-mannopyranose, as a yellow oil. Product: C(C)(=O)O[C@@H]1C(O)(O[C@@H]([C@H](C1)OC(C)=O)C)NC(CP(=O)(OCC)OCC)=O (2,4-di-O-acetyl-3,6-dideoxydiethylphosphonoacetamido-D-mannopyranose). RXN SMILES: [C:1]([O:4][C@H:5]1[CH2:18][C@H:17]([O:19][C:20](=[O:22])[CH3:21])[C@@H:16]([CH3:23])[O:15][C@:6]1([NH:24][C:25](=[O:35])[CH2:26][P:27]([O:32][CH2:33][CH3:34])([O:29][CH2:30][CH3:31])=[O:28])[O:7]CC1C=CC=CC=1)(=[O:3])[CH3:2].C(O)C>[Pd].C(O)=O>[C:1]([O:4][C@H:5]1[CH2:18][C@H:17]([O:19][C:20](=[O:22])[CH3:21])[C@@H:16]([CH3:23])[O:15][C:6]1([NH:24][C:25](=[O:35])[CH2:26][P:27]([O:29][CH2:30][CH3:31])([O:32][CH2:33][CH3:34])=[O:28])[OH:7])(=[O:3])[CH3:2]. Run in C(=O)O (formic acid).